From a dataset of the Open Reaction Database (ORD), a public repository of structured organic reaction records. describe an organic reaction: reactants, conditions, products, and yield Reported procedure: Prepared by general procedure B(iii) but using 3-(2-bromocyclopent-1-enyl)-5-fluorobenzoic acid ethyl ester instead of 3-(2-bromo-cyclopent-1-enyl)-6-methylbenzoic acid ethyl ester and using [5-chloro-2-(4-fluorobenzyloxy)phenyl]boronic acid instead of (5-chloro-2-benzyloxyphenyl)boronic acid. Reactants: C(C)OC(C1=CC(=CC(=C1)F)C1=C(CCC1)Br)=O (3-(2-bromocyclopent-1-enyl)-5-fluorobenzoic acid ethyl ester), ClC=1C=CC(=C(C1)B(O)O)OCC1=CC=C(C=C1)F ([5-chloro-2-(4-fluorobenzyloxy)phenyl]boronic acid). Yields the product C(C)OC(C1=CC(=CC(=C1)F)C1=C(CCC1)C1=C(C=CC(=C1)Cl)OCC1=CC=C(C=C1)F)=O (3-{2-[5-Chloro-2-(4-fluorobenzyloxy)phenyl]cyclopent-1-enyl}-5-fluorobenzoic acid ethyl ester). RXN SMILES: [CH2:1]([O:3][C:4](=[O:18])[C:5]1[CH:10]=[C:9]([F:11])[CH:8]=[C:7]([C:12]2[CH2:16][CH2:15][CH2:14][C:13]=2Br)[CH:6]=1)[CH3:2].[Cl:19][C:20]1[CH:21]=[CH:22][C:23]([O:29][CH2:30][C:31]2[CH:36]=[CH:35][C:34]([F:37])=[CH:33][CH:32]=2)=[C:24](B(O)O)[CH:25]=1>>[CH2:1]([O:3][C:4](=[O:18])[C:5]1[CH:10]=[C:9]([F:11])[CH:8]=[C:7]([C:12]2[CH2:16][CH2:15][CH2:14][C:13]=2[C:22]2[CH:21]=[C:20]([Cl:19])[CH:25]=[CH:24][C:23]=2[O:29][CH2:30][C:31]2[CH:36]=[CH:35][C:34]([F:37])=[CH:33][CH:32]=2)[CH:6]=1)[CH3:2].